Dataset: the Open Reaction Database (ORD), a public repository of structured organic reaction records. Task: describe an organic reaction: reactants, conditions, products, and yield The reactants are CC(=O)OI1(C=2C=CC=CC2C(=O)O1)(OC(=O)C)OC(=O)C (Dess-Martin periodinane), C(C1=CC=CC=C1)OC1=CC=C(C=C1)C(CO)C1=C(C=CC=C1)F (2-(4-(Benzyloxy)phenyl)-2-(2-fluorophenyl)ethanol), C(C)OCC (Diethyl ether). Run in C(Cl)Cl (CH2Cl2), C(Cl)Cl (CH2Cl2). The product is C(C1=CC=CC=C1)OC1=CC=C(C=C1)C(C=O)C1=C(C=CC=C1)F (2-(4-(Benzyloxy)phenyl)-2-(2-fluorophenyl)acetaldehyde). Yield: 86.2%. As a reaction SMILES: CC(OI1(OC(C)=O)(OC(C)=O)OC(=O)C2C=CC=CC1=2)=O.[CH2:23]([O:30][C:31]1[CH:36]=[CH:35][C:34]([CH:37]([C:40]2[CH:45]=[CH:44][CH:43]=[CH:42][C:41]=2[F:46])[CH2:38][OH:39])=[CH:33][CH:32]=1)[C:24]1[CH:29]=[CH:28][CH:27]=[CH:26][CH:25]=1.C(OCC)C>C(Cl)Cl>[CH2:23]([O:30][C:31]1[CH:36]=[CH:35][C:34]([CH:37]([C:40]2[CH:45]=[CH:44][CH:43]=[CH:42][C:41]=2[F:46])[CH:38]=[O:39])=[CH:33][CH:32]=1)[C:24]1[CH:25]=[CH:26][CH:27]=[CH:28][CH:29]=1. Procedure: Dess-Martin periodinane (5.38 g, 12.7 mmol) was suspended in CH2Cl2 (70 mL). Compound 3 (3.22 g, 10.0 mmol) dissolved in 20 mL CH2Cl2, was added under stirring. The resulting mixture was stirred overnight at room temperature. Diethyl ether (200 mL) was added and the organic phase was washed with NaOH (2×30 mL, 2M), NaHCO3 (50 mL, saturated aqueous solution), and brine (50 mL) and dried over Na2SO4. Filtration and evaporation of the solvent under reduced pressure gave a crude material which was p... Reactants: C(C)(C)(C)OC(NCCS(=O)(=O)C=1C=2C=CN=CC2C=C(C1)C1=CC=C(C=C1)OC)=O ({2-[7-(4-methoxy-phenyl)-isoquinoline-5-sulfonyl]-ethyl}-carbamic acid tert-butyl ester), B(Br)(Br)Br (BBr3), C(C)O (ethanol). Solvent: ClCCl (dichloromethane). Conditions: temperature 0 celsius. Product: NCCS(=O)(=O)C1=C2C=CN=CC2=CC(=C1)C1=CC=C(C=C1)O (4-[5-(2-Amino-ethanesulfonyl)-isoquinolin-7-yl]-phenol). Isolated yield 55.1%. As a reaction SMILES: C(OC(=O)[NH:7][CH2:8][CH2:9][S:10]([C:13]1[C:14]2[CH:15]=[CH:16][N:17]=[CH:18][C:19]=2[CH:20]=[C:21]([C:23]2[CH:28]=[CH:27][C:26]([O:29]C)=[CH:25][CH:24]=2)[CH:22]=1)(=[O:12])=[O:11])(C)(C)C.B(Br)(Br)Br.C(O)C>ClCCl>[NH2:7][CH2:8][CH2:9][S:10]([C:13]1[CH:22]=[C:21]([C:23]2[CH:28]=[CH:27][C:26]([OH:29])=[CH:25][CH:24]=2)[CH:20]=[C:19]2[C:14]=1[CH:15]=[CH:16][N:17]=[CH:18]2)(=[O:11])=[O:12]. Procedure details: To {2-[7-(4-methoxy-phenyl)-isoquinoline-5-sulfonyl]-ethyl}-carbamic acid tert-butyl ester (25.00 g, 56.49 mmol) in dichloromethane (1 L) at 0° C. add BBr3 (1.0 M in dichloromethane, 200 mL, 200 mmol) over 40 min with vigorous overhead stirring. Remove the cooling bath and stir at room temperature overnight. Cool to 0° C. and add methanol (500 mL) dropwise over 1 h. Filter the resulting slurry, rinse the flask with dichloromethane (100 mL) and wash the solids with the rinse. Wash the solids with... Starting materials: F[B-](F)(F)F.CC1=C(C=C(C(=C1)C)C)C1=[O+]C(=CC(=C1)C1=CC=CC=C1)C1=C(C=C(C(=C1)C)C)C (2,6-bis(2,4,5-trimethylphenyl)-4-phenylpyrylium tetrafluoroborate), P (PH3). The solvent is C(CCC)O (n-butanol). Product: CC1=C(C=C(C(=C1)C)C)C1=PC(=CC(=C1)C1=CC=CC=C1)C1=C(C=C(C(=C1)C)C)C (2,6-bis(2,4,5-Trimethylphenyl)-4-phenylphosphabenzene). As a reaction SMILES: F[B-](F)(F)F.[CH3:6][C:7]1[CH:12]=[C:11]([CH3:13])[C:10]([CH3:14])=[CH:9][C:8]=1[C:15]1[CH:20]=[C:19]([C:21]2[CH:26]=[CH:25][CH:24]=[CH:23][CH:22]=2)[CH:18]=[C:17]([C:27]2[CH:32]=[C:31]([CH3:33])[C:30]([CH3:34])=[CH:29][C:28]=2[CH3:35])[O+]=1.[PH3:36]>C(O)CCC>[CH3:6][C:7]1[CH:12]=[C:11]([CH3:13])[C:10]([CH3:14])=[CH:9][C:8]=1[C:15]1[CH:20]=[C:19]([C:21]2[CH:26]=[CH:25][CH:24]=[CH:23][CH:22]=2)[CH:18]=[C:17]([C:27]2[CH:32]=[C:31]([CH3:33])[C:30]([CH3:34])=[CH:29][C:28]=2[CH3:35])[P:36]=1 |f:0.1|. Reported procedure: 2.1 g (4.4 mmol) of 2,6-bis(2,4,5-trimethylphenyl)-4-phenylpyrylium tetrafluoroborate in 150 ml of n-butanol were used as starting material. The autoclave product obtained after the reaction with PH3 was evaporated to about 50 ml under reduced pressure at about 80° C. The solid which precipitated was filtered off with suction, washed with n-pentane and subsequently dissolved in toluene. The toluene solution was then washed with water until the aqueous phase was neutral. After removing the solven... Reactants: C(C)OC(=O)NC(C(C(C)=O)=COCC)=O (N-Ethoxycarbonyl-2-ethoxymethylene-3-oxobutanamide), C(C)OC(=CC)OCC (1,1-di-ethoxyprop-1-ene). Solvent: C1(=CC=CC=C1)C (toluene). Reaction conditions: temperature 40 celsius, time 2 hour. The product is C(C)OC1(OC(=C([C@H]([C@@H]1C)OCC)C(=O)NC(=O)OCC)C)OCC.CCCCCC (n-hexane trans-2,2-diethoxy-3,6-dimethyl-4-ethoxy-N-ethoxycarbonyl-3,4-dihydro-2H-pyran5-carboxamide). The yield is 26.8%. As a reaction SMILES: [CH2:1]([O:3][C:4]([NH:6][C:7](=[O:16])[C:8](=[CH:12][O:13][CH2:14][CH3:15])[C:9](=[O:11])[CH3:10])=[O:5])[CH3:2].[CH2:17]([O:19][C:20]([O:23][CH2:24][CH3:25])=[CH:21][CH3:22])[CH3:18]>C1(C)C=CC=CC=1>[CH2:17]([O:19][C:20]1([O:23][CH2:24][CH3:25])[C@@H:21]([CH3:22])[C@H:12]([O:13][CH2:14][CH3:15])[C:8]([C:7]([NH:6][C:4]([O:3][CH2:1][CH3:2])=[O:5])=[O:16])=[C:9]([CH3:10])[O:11]1)[CH3:18].[CH3:17][CH2:18][CH2:12][CH2:8][CH2:9][CH3:10] |f:3.4|. Reported procedure: N-Ethoxycarbonyl-2-ethoxymethylene-3-oxobutanamide (2.3 g) was dissolved in toluene (15 ml) and treated dropwise with 1,1-di-ethoxyprop-1-ene (2 g). The mixture was stirred at 40° C. for 2 hours and evaporated to dryness. The residual oil was purified by medium pressure liquid chromatography on K60 silica using ethyl acetate/petroleum ether b.p. 60°-80° C. 15/85 v/v and 20/80 v/v as eluting solvents, to give after trituration with n-hexane trans-2,2-diethoxy-3,6-dimethyl-4-ethoxy-N-ethoxycarbony... Starting materials: C(=O)(OCC1=CC=CC=C1)CCC(=O)O (beta-carbobenzyloxypropionic acid). The solvent is C(C)(=O)OC(C)=O (acetic anhydride). The product is C(=O)(OCC1=CC=CC=C1)CCC(=O)OC(CCC(=O)OCC1=CC=CC=C1)=O (Beta-carbobenzyloxypropionic acid anhydride). As a reaction SMILES: [C:1]([CH2:11][CH2:12][C:13]([OH:15])=[O:14])([O:3][CH2:4][C:5]1[CH:10]=[CH:9][CH:8]=[CH:7][CH:6]=1)=[O:2]>C(OC(=O)C)(=O)C>[C:1]([CH2:11][CH2:12][C:13]([O:15][C:13](=[O:14])[CH2:12][CH2:11][C:1]([O:3][CH2:4][C:5]1[CH:6]=[CH:7][CH:8]=[CH:9][CH:10]=1)=[O:2])=[O:14])([O:3][CH2:4][C:5]1[CH:10]=[CH:9][CH:8]=[CH:7][CH:6]=1)=[O:2]. Procedure details: To 179 grams of beta-carbobenzyloxypropionic acid (IV) there are added 500 ml of acetic anhydride and the solution is heated on a boiling water bath for 45 minutes. The excess reactant is distilled off and the residue is crystallized from one liter of carbon tetrachloride, the result being 140 grams (81% of theory) of (VI), which has a melting point of 70°C-71°C. The reactants are Cl.C(CCCCCCC)C1CNC2=CC(=CC=C12)C(=O)O ((RS)-3-(n-Octyl)indoline-6-carboxylic acid hydrochloride), Cl (hydrochloric acid), CO (methanol). Yields the product C(CCCCCCC)C1CNC2=CC(=CC=C12)C(=O)OC ((RS)-methyl 3-(n-octyl)indoline-6-carboxylate). Reaction SMILES: Cl.[CH2:2]([CH:10]1[C:18]2[C:13](=[CH:14][C:15]([C:19]([OH:21])=[O:20])=[CH:16][CH:17]=2)[NH:12][CH2:11]1)[CH2:3][CH2:4][CH2:5][CH2:6][CH2:7][CH2:8][CH3:9].Cl.[CH3:23]O>>[CH2:2]([CH:10]1[C:18]2[C:13](=[CH:14][C:15]([C:19]([O:21][CH3:23])=[O:20])=[CH:16][CH:17]=2)[NH:12][CH2:11]1)[CH2:3][CH2:4][CH2:5][CH2:6][CH2:7][CH2:8][CH3:9] |f:0.1|. Procedure details: (RS)-3-(n-Octyl)indoline-6-carboxylic acid hydrochloride (7.5 g) in methanol (500 ml), containing hydrochloric acid (50 ml, of strength 36% w/v), was refluxed for 18 hours. The solvent was removed in vacuo and water (100 ml) was added to the residue to give a solid, which was collected, washed with water (2×200 ml) and dried. The solid was dissolved in dichloromethane and was washed with an aqueous solution of sodium bicarbonate (100 ml of strength 2% w/v) and then water (100 ml) and was dried o... Starting materials: CN1CCn2c(c(OCc3ccccc3)c3c(=O)n(Cc4ccc(F)cc4)nc(O)c32)C1=O, CO, C[Si](C)(C)C=[N+]=[N-], CCCCCC, CC(=O)O, ClCCl. Yields the product COc1nn(Cc2ccc(F)cc2)c(=O)c2c(OCc3ccccc3)c3n(c12)CCN(C)C3=O. RXN SMILES: [CH2:1]([c:2]1[cH:3][cH:4][cH:5][cH:6][cH:7]1)[O:8][c:9]1[c:10]2[n:11]([c:12]3[c:13]([OH:27])[n:14][n:15]([CH2:19][c:20]4[cH:21][cH:22][c:23]([F:26])[cH:24][cH:25]4)[c:16](=[O:18])[c:17]13)[CH2:28][CH2:29][N:30]([CH3:33])[C:31]2=[O:32].[CH3:37][OH:38].[CH3:39][Si:40]([CH:41]=[N+:42]=[N-:43])([CH3:44])[CH3:45].[CH3:46][CH2:47][CH2:48][CH2:49][CH2:50][CH3:51].[CH3:52][C:53](=[O:54])[OH:55].[Cl:34][CH2:35][Cl:36]>>[CH2:1]([c:2]1[cH:3][cH:4][cH:5][cH:6][cH:7]1)[O:8][c:9]1[c:10]2[n:11]([c:12]3[c:13]([O:27][CH3:35])[n:14][n:15]([CH2:19][c:20]4[cH:21][cH:22][c:23]([F:26])[cH:24][cH:25]4)[c:16](=[O:18])[c:17]13)[CH2:28][CH2:29][N:30]([CH3:33])[C:31]2=[O:32]. Starting materials: CCOCC, Cc1cc(C(=O)C=[N+]=[N-])no1, O, O=C(O)C(F)(F)F. Yields the product Cc1cc(C(=O)CO)no1. As a reaction SMILES: [CH3:20][CH2:21][O:22][CH2:23][CH3:24].[N+:1](=[N-:2])=[CH:3][C:4](=[O:5])[c:6]1[n:7][o:8][c:9]([CH3:11])[cH:10]1.[OH2:19].[OH:12][C:13]([C:14]([F:15])([F:16])[F:17])=[O:18]>>[CH2:3]([C:4](=[O:5])[c:6]1[n:7][o:8][c:9]([CH3:11])[cH:10]1)[OH:12].